This data is from the Open Reaction Database (ORD), a public repository of structured organic reaction records. The task is: describe an organic reaction: reactants, conditions, products, and yield The reactants are C1(CC1)N1C=C(C(C2=CC(=C(C(=C12)F)C#CC1=C(C(=CC(=C1)CC=1C(=NC(=NC1)N)N)OC)OC)F)=O)C(=O)OCC (ethyl 1-cyclopropyl-7-[5-(2,4-diamino-pyrimidin-5ylmethyl)-2,3-dimethoxy-phenylethynyl]-6,8-difluoro-1,4-dihydro-4-oxo-quinoline-3-carboxylate), [OH-].[Na+] (sodium hydroxide), Cl (hydrochloric acid). As a reaction SMILES: [CH:1]1([N:4]2[C:13]3[C:8](=[CH:9][C:10]([F:36])=[C:11]([C:15]#[C:16][C:17]4[CH:22]=[C:21]([CH2:23][C:24]5[C:25]([NH2:31])=[N:26][C:27]([NH2:30])=[N:28][CH:29]=5)[CH:20]=[C:19]([O:32][CH3:33])[C:18]=4[O:34][CH3:35])[C:12]=3[F:14])[C:7](=[O:37])[C:6]([C:38]([O:40]CC)=[O:39])=[CH:5]2)[CH2:3][CH2:2]1.[OH-].[Na+].[ClH:45]>C(O)C>[ClH:45].[CH:1]1([N:4]2[C:13]3[C:8](=[CH:9][C:10]([F:36])=[C:11]([C:15]#[C:16][C:17]4[CH:22]=[C:21]([CH2:23][C:24]5[C:25]([NH2:31])=[N:26][C:27]([NH2:30])=[N:28][CH:29]=5)[CH:20]=[C:19]([O:32][CH3:33])[C:18]=4[O:34][CH3:35])[C:12]=3[F:14])[C:7](=[O:37])[C:6]([C:38]([OH:40])=[O:39])=[CH:5]2)[CH2:2][CH2:3]1 |f:1.2,5.6|. The solvent is C(C)O (ethanol). Product: Cl.C1(CC1)N1C=C(C(C2=CC(=C(C(=C12)F)C#CC1=C(C(=CC(=C1)CC=1C(=NC(=NC1)N)N)OC)OC)F)=O)C(=O)O (1-cyclopropyl-7-[5-(2,4-diamino-pyrimidin-5ylmethyl)-2,3-dimethoxy-phenylethynyl]-6,8-difluoro-1,4-dihydro-4-oxo-quinoline-3-carboxylic acid hydrochloride). Yield: 86.0%. Reported procedure: 0.51 g of ethyl 1-cyclopropyl-7-[5-(2,4-diamino-pyrimidin-5ylmethyl)-2,3-dimethoxy-phenylethynyl]-6,8-difluoro-1,4-dihydro-4-oxo-quinoline-3-carboxylate (Example 12a)) is held at reflux in 7 ml of ethanol and 7 ml of a 2N aqueous sodium hydroxide solution for one hour. The reaction mixture is cooled to room temperature and acidified with 25% aqueous hydrochloric acid. The precipitated substance is filtered off under suction, washed with 20 ml of water, 20 ml of ethanol and 20 ml of ether and dri... Starting materials: CN1CC[C@]23C4=C5C=CC(=C4O[C@H]2C(=O)CC[C@]3([C@H]1C5)O)OC.Cl (oxycodone hydrochloride), SC=1C=CC(=C(C(=O)O)C1)[N+](=O)[O-] (5-mercapto-2-nitro-benzoic acid), NaH2PO4. Conditions: time 90 minute. The product is CN1CC[C@]23C4C(=O)C=C[C@]2([C@H]1CC5=C3C(=C(C=C5)OC)O4)O (14-hydroxycodeinone). Reaction SMILES: [CH3:1][N:2]1[C@@H:19]2[CH2:20][C:7]3[CH:8]=[CH:9][C:10]([O:22][CH3:23])=[C:11]4[O:12][C@H:13]5[C:14]([CH2:16][CH2:17][C@:18]2([OH:21])[C@:5]5([C:6]=34)[CH2:4][CH2:3]1)=[O:15].Cl.SC1C=CC([N+]([O-])=O)=C(C=1)C(O)=O>>[CH3:1][N:2]1[C@@H:19]2[CH2:20][C:7]3[CH:8]=[CH:9][C:10]([O:22][CH3:23])=[C:11]4[O:12][CH:13]5[C:14]([CH:16]=[CH:17][C@:18]2([OH:21])[C@:5]5([C:6]=34)[CH2:4][CH2:3]1)=[O:15] |f:0.1|. Procedure details: A sample of the oxycodone hydrochloride (579 mg, 1.65 mmol) was placed in an 8 mL reaction vial, to which was added 3.5 ml of the previously prepared solution of 5-mercapto-2-nitro-benzoic acid. The pH of the mixture was raised to 4.5 by addition of 100 mg/mL aqueous NaH2PO4 solution (0.47 mL), and a 1.0 ml aliquot was removed, diluted with pH 4.5, 0.01 M NaOAc/HOAc buffer solution (10 uL), and stirred. The remainder (2.5 mL) was reserved for separate spike experiments where known amounts of 14-... The reactants are C(C(=O)Cl)(=O)Cl (oxalylchloride), C(=O)(O)C1=CC=C(C=C1)S(=O)(=O)N=[N+]=[N-] (4-carboxybenzene sulfonyl azide). Run in CN(C=O)C (DMF). Run at time 1 hour. Yields the product N(=[N+]=[N-])S(=O)(=O)C1=CC=C(C=C1)C(=O)Cl (p-Azidosulfonyl Benzene Carboxylic Acid Chloride). RXN SMILES: [C:1](Cl)(=O)[C:2]([Cl:4])=[O:3].C(C1[CH:15]=[CH:14][C:13]([S:16]([N:19]=[N+:20]=[N-:21])(=[O:18])=[O:17])=[CH:12][CH:11]=1)(O)=O>CN(C)C=O>[N:19]([S:16]([C:13]1[CH:14]=[CH:15][C:1]([C:2]([Cl:4])=[O:3])=[CH:11][CH:12]=1)(=[O:17])=[O:18])=[N+:20]=[N-:21]. Procedure: Under Argon at 0° C. and while stiffing, 0.7 ml oxalylchloride were added dropwise to a suspension of 908 mg (4 mmol) 4-carboxybenzene sulfonyl azide (Aldrich). The mixture was allowed to warm to room temperature. Then, 10 μl DMF (dimethylformamide) were added. After stirring for 1 h at room temp. a clear solution was formed. The solvent was removed using a rotary evaporator. Reactants: ClC=1C=C(C=CC1)N1C2=C(C(C=3C=CC=NC13)=O)SCC2 (4-(3-chlorophenyl)-2,3-dihydrothieno[3,2-b][1,8]naphthyridin-9(9H)-one), aqueous suspension. Reagents/catalysts: [Ni] (Raney nickel). Run in C(C)O (ethanol). Yields the product ClC=1C=C(C=CC1)N1C2=C(C(C=3C=CC=NC13)=O)SC=C2 (4-(3-chlorophenyl)-thieno[3,2-b][1,8]naphthyridin-9(4H)-one). RXN SMILES: [Cl:1][C:2]1[CH:3]=[C:4]([N:8]2[C:17]3[N:16]=[CH:15][CH:14]=[CH:13][C:12]=3[C:11](=[O:18])[C:10]3[S:19][CH2:20][CH2:21][C:9]2=3)[CH:5]=[CH:6][CH:7]=1>[Ni].C(O)C>[Cl:1][C:2]1[CH:3]=[C:4]([N:8]2[C:17]3[N:16]=[CH:15][CH:14]=[CH:13][C:12]=3[C:11](=[O:18])[C:10]3[S:19][CH:20]=[CH:21][C:9]2=3)[CH:5]=[CH:6][CH:7]=1. Procedure: Reflux a mixture of 4-(3-chlorophenyl)-2,3-dihydrothieno[3,2-b][1,8]naphthyridin-9(9H)-one (0.11 g), ethanol (100 ml), and commercial aged Raney nickel (from 5 ml of an aqueous suspension) for 10 hours under nitrogen. Filter the resulting mixture, evaporate the solvent, and chromatograph the residue over silica gel. Elute with CHCl3 to give 4-(3-chlorophenyl)-thieno[3,2-b][1,8]naphthyridin-9(4H)-one, m.p. 264°-267° C. from CHCl3 hexane.